This data is from the Open Reaction Database (ORD), a public repository of structured organic reaction records. The task is: describe an organic reaction: reactants, conditions, products, and yield Starting materials: ClC1=C(C=CC=C1)C1=CC=C(C=C1)CCC(=O)Cl (β-(2'-chloro-4-biphenylyl)propionyl chloride), [OH-].C(C)(C)(C)O[Al](OC(C)(C)C)OC(C)(C)C.[Li+] (lithium tri-t-butoxyaluminum hydroxide), COCCOCCOC (diglyme), C(=O)=O (dry ice). Run in C(OC)COC (glyme), CCOCC (ether). Yields the product ClC1=C(C=CC=C1)C1=CC=C(C=C1)CCC=O (β-(2'-chloro-4-biphenylyl)propionaldehyde). Reaction SMILES: [Cl:1][C:2]1[CH:7]=[CH:6][CH:5]=[CH:4][C:3]=1[C:8]1[CH:13]=[CH:12][C:11]([CH2:14][CH2:15][C:16](Cl)=[O:17])=[CH:10][CH:9]=1.[OH-].C(O[Al](OC(C)(C)C)OC(C)(C)C)(C)(C)C.[Li+].COCCOCCOC.C(=O)=O>C(COC)OC.CCOCC>[Cl:1][C:2]1[CH:7]=[CH:6][CH:5]=[CH:4][C:3]=1[C:8]1[CH:13]=[CH:12][C:11]([CH2:14][CH2:15][CH:16]=[O:17])=[CH:10][CH:9]=1 |f:1.2.3|. Procedure details: β-(2'-chloro-4-biphenylyl)propionyl chloride (28 g.) in 500 ml glyme is treated dropwise with a solution of lithium tri-t-butoxyaluminum hydroxide (25.5 g.) in 500 ml. diglyme while maintaining the reaction temperature at -70°C with dry ice. When addition is complete, the mixture is allowed to come to room temperature, is diluted with ether, and washed with water, dilute HCl and brine. The solvent is dried over sodium sulfate, evaporated under vacuo and the residue distilled to give β-(2'-chloro...